From a dataset of the Open Reaction Database (ORD), a public repository of structured organic reaction records. describe an organic reaction: reactants, conditions, products, and yield The reactants are CC(=O)O, CO, C=[N+]=[N-], O=C(O)C(O)C1CN(Cc2ccccc2)CCN1Cc1ccccc1. The product is COC(=O)C(O)C1CN(Cc2ccccc2)CCN1Cc1ccccc1. RXN SMILES: [CH3:29][C:30](=[O:31])[OH:32].[CH3:33][OH:34].[N+:26](=[N-:27])=[CH2:28].[OH:1][CH:2]([C:3](=[O:4])[OH:5])[CH:6]1[N:7]([CH2:19][c:20]2[cH:21][cH:22][cH:23][cH:24][cH:25]2)[CH2:8][CH2:9][N:10]([CH2:12][c:13]2[cH:14][cH:15][cH:16][cH:17][cH:18]2)[CH2:11]1>>[OH:1][CH:2]([C:3](=[O:4])[O:5][CH3:28])[CH:6]1[N:7]([CH2:19][c:20]2[cH:21][cH:22][cH:23][cH:24][cH:25]2)[CH2:8][CH2:9][N:10]([CH2:12][c:13]2[cH:14][cH:15][cH:16][cH:17][cH:18]2)[CH2:11]1. Starting materials: O=C1N(C(C2=CC=CC=C12)=O)CC12CC(NC=3C=CC=C(C13)NC2=O)=O ((±)-2a-[(1,3-Dioxo-1,3-dihydro-2H-isoindol-2-yl)methyl]-2a,5-dihydropyrrolo[4,3,2-de]quinoline-2,4(1H,3H)-dione), NN (hydrazine). Solvent: CCO (EtOH). The product is [NH4+].[OH-] (NH4OH), NCC12CC(NC=3C=CC=C(C13)NC2=O)=O ((±)-2a-(Aminomethyl)-2a,5-dihydropyrrolo[4,3,2-de]quinoline-2,4(1H,3H)-dione). As a reaction SMILES: [O:1]=C1C2C(=CC=CC=2)C(=O)[N:3]1[CH2:12][C:13]12[C:24](=[O:25])[NH:23][C:21]3[C:22]1=[C:17]([CH:18]=[CH:19][CH:20]=3)[NH:16][C:15](=[O:26])[CH2:14]2.NN>CCO>[NH4+:3].[OH-:1].[NH2:3][CH2:12][C:13]12[C:24](=[O:25])[NH:23][C:21]3[C:22]1=[C:17]([CH:18]=[CH:19][CH:20]=3)[NH:16][C:15](=[O:26])[CH2:14]2 |f:3.4|. Procedure: A solution of (±)-2a-[(1,3-dioxo-1,3-dihydro-2H-isoindol-2-yl)methyl]-2a,5-dihydropyrrolo[4,3,2-de]quinoline-2,4(1H,3H)-dione from Step A (2.30 g, 6.62 mmol) and hydrazine (1.05 mL, 33.1 mmol) in EtOH (30 mL) was heated at 70° C. for 2 h, then cooled to ambient temperature and filtered. The filtrate was concentrated in vacuo. The crude product was purified by silica gel chromatography, eluting with a gradient of CH2Cl2:MeOH:NH4OH—100:0:0 to 90:9:1, to give the title compound. MS: m/z=218 (M+1).